The task is: describe an organic reaction: reactants, conditions, products, and yield. This data is from the Open Reaction Database (ORD), a public repository of structured organic reaction records. Starting materials: FC=1C=C2C(C(=CN(C2=C(C1F)OC)[C@H]1[C@H](C1)F)C(=O)OCC)=O (ethyl 6,7-difluoro-1-[(1R, 2S)-2-fluoro-1-cyclopropyl]-8-methoxy-1,4-dihydro-4-oxoquinoline-3-carboxylate), Cl (hydrochloric acid), ice water. Solvent: C(C)(=O)O (acetic acid). Yields the product FC=1C=C2C(C(=CN(C2=C(C1F)OC)[C@H]1[C@H](C1)F)C(=O)O)=O (6,7-Difluoro-1-[(1R, 2S)-2-fluoro-1-cyclopropyl]-1,4-dihydro-8-methoxy-4-oxo-3-quinolinecarboxylic acid). Isolated yield 96.5%. As a reaction SMILES: [F:1][C:2]1[CH:3]=[C:4]2[C:9](=[C:10]([O:13][CH3:14])[C:11]=1[F:12])[N:8]([C@@H:15]1[CH2:17][C@@H:16]1[F:18])[CH:7]=[C:6]([C:19]([O:21]CC)=[O:20])[C:5]2=[O:24].Cl>C(O)(=O)C>[F:1][C:2]1[CH:3]=[C:4]2[C:9](=[C:10]([O:13][CH3:14])[C:11]=1[F:12])[N:8]([C@@H:15]1[CH2:17][C@@H:16]1[F:18])[CH:7]=[C:6]([C:19]([OH:21])=[O:20])[C:5]2=[O:24]. Procedure: A mixture of ethyl 6,7-difluoro-1-[(1R, 2S)-2-fluoro-1-cyclopropyl]-8-methoxy-1,4-dihydro-4-oxoquinoline-3-carboxylate (120.8 g; 354.1 mmol), glacial acetic acid (210 ml), and conc. hydrochloric acid (420 ml) was refluxed for 6 hours, followed by cooling. The cooled reaction mixture was poured into ice/water (1500 ml) while being stirred, and the mixture was stirred for an additional 30 minutes at room temperature. Crystals precipitated were collected by filtration, and the crystals were sequent... Starting materials: [Na+], [OH-], CCOC(=O)c1cnc2ccncc2c1O. Product: O=C(O)c1cnc2ccncc2c1O. RXN SMILES: [Na+:18].[OH-:17].[OH:1][c:2]1[c:3]([C:12](=[O:13])[O:14][CH2:15][CH3:16])[cH:4][n:5][c:6]2[cH:7][cH:8][n:9][cH:10][c:11]12>>[OH:1][c:2]1[c:3]([C:12](=[O:13])[OH:14])[cH:4][n:5][c:6]2[cH:7][cH:8][n:9][cH:10][c:11]12.